This data is from the Open Reaction Database (ORD), a public repository of structured organic reaction records. The task is: describe an organic reaction: reactants, conditions, products, and yield Starting materials: C(=O)C=1NC=2CCCCC2C1CCCN1CCN(CC1)CC(=O)O ((4-[3-(2-Formyl-4,5,6,7-tetrahydro-1H-indol-3-yl)-propyl]-piperazin-1-yl}-acetic acid), CNS(=O)(=O)C=1C=C2CC(NC2=CC1)=O (5-methylaminosulfonyloxindole). Yields the product CNS(=O)(=O)C=1C=C2/C(/C(NC2=CC1)=O)=C/C=1NC=2CCCCC2C1CCCN1CCN(CC1)CC(=O)O ([4-(3-{2-[5-methylsulfamoyl-2-oxo-1,2-dihydro-indol-(3Z)-ylidenemethyl]-4,5,6,7-tetrahydro-1H-indol-3-yl}-propyl)-piperazin-1-yl]-acetic acid). The yield is 80.0%. RXN SMILES: [CH:1]([C:3]1[NH:4][C:5]2[CH2:6][CH2:7][CH2:8][CH2:9][C:10]=2[C:11]=1[CH2:12][CH2:13][CH2:14][N:15]1[CH2:20][CH2:19][N:18]([CH2:21][C:22]([OH:24])=[O:23])[CH2:17][CH2:16]1)=O.[CH3:25][NH:26][S:27]([C:30]1[CH:31]=[C:32]2[C:36](=[CH:37][CH:38]=1)[NH:35][C:34](=[O:39])[CH2:33]2)(=[O:29])=[O:28]>>[CH3:25][NH:26][S:27]([C:30]1[CH:31]=[C:32]2[C:36](=[CH:37][CH:38]=1)[NH:35][C:34](=[O:39])/[C:33]/2=[CH:1]\[C:3]1[NH:4][C:5]2[CH2:6][CH2:7][CH2:8][CH2:9][C:10]=2[C:11]=1[CH2:12][CH2:13][CH2:14][N:15]1[CH2:20][CH2:19][N:18]([CH2:21][C:22]([OH:24])=[O:23])[CH2:17][CH2:16]1)(=[O:29])=[O:28]. Procedure: {(4-[3-(2-Formyl-4,5,6,7-tetrahydro-1H-indol-3-yl)-propyl]-piperazin-1-yl}-acetic acid (50 mg, 0.15 mmol) was condensed with 5-methylaminosulfonyloxindole (40 mg, 0.15 mmol) following the procedure used in Example 1. The formed solid was purified by flash chromatography, eluting with (dichloromethane: methanol 6:1 followed by 4:1:0.01 acetic acid) to give 65 mg of the desired product. Reactants: O=C([O-])[O-], CC#N, [K+], [K+], CC(C)(F)c1nc(N)nc(Cl)n1, NC(CCCc1ccccc1)C1CC1. Yields the product CC(C)(F)c1nc(N)nc(NC(CCCc2ccccc2)C2CC2)n1. RXN SMILES: [C:13](=[O:14])([O-:15])[O-:16].[CH3:33][C:34]#[N:35].[K+:17].[K+:18].[NH2:1][c:2]1[n:3][c:4]([C:9]([CH3:10])([CH3:11])[F:12])[n:5][c:6]([Cl:8])[n:7]1.[c:19]1([CH2:25][CH2:26][CH2:27][CH:28]([CH:29]2[CH2:30][CH2:31]2)[NH2:32])[cH:20][cH:21][cH:22][cH:23][cH:24]1>>[NH2:1][c:2]1[n:3][c:4]([C:9]([CH3:10])([CH3:11])[F:12])[n:5][c:6]([NH:32][CH:28]([CH2:27][CH2:26][CH2:25][c:19]2[cH:20][cH:21][cH:22][cH:23][cH:24]2)[CH:29]2[CH2:30][CH2:31]2)[n:7]1. The reactants are [BH4-].[Na+] (NaBH4), COC(C1=CC=C(C=C1)CBr)=O (methyl-4-(bromomethyl)benzoate), FC(C1=C(C=CC(=C1)SC(OCC)=S)C1=CC=CC=C1)(F)F (dithiocarbonic acid O-ethyl ester S-(2-trifluoromethyl-biphenyl-4-yl) ester), [OH-].[Na+] (NaOH), Cl (HCl). Run in CCO (EtOH), CN(C)C=O (DMF), CCOC(=O)C (EtOAc), CCO (EtOH). Conditions: temperature 65 celsius, time 30 minute. The product is COC(C1=CC=C(C=C1)CSC1=CC(=C(C=C1)C1=CC=CC=C1)C(F)(F)F)=O (4-(2-trifluoromethyl-biphenyl-4-ylsulfanylmethyl)-benzoic acid methyl ester). Reaction SMILES: [F:1][C:2]([F:22])([F:21])[C:3]1[CH:8]=[C:7]([S:9][C:10](=S)OCC)[CH:6]=[CH:5][C:4]=1[C:15]1[CH:20]=[CH:19][CH:18]=[CH:17][CH:16]=1.[OH-].[Na+].Cl.[BH4-].[Na+].[CH3:28][O:29][C:30](=[O:39])[C:31]1[CH:36]=[CH:35][C:34](CBr)=[CH:33][CH:32]=1>CCO.CCOC(C)=O.CN(C=O)C>[CH3:28][O:29][C:30](=[O:39])[C:31]1[CH:36]=[CH:35][C:34]([CH2:10][S:9][C:7]2[CH:6]=[CH:5][C:4]([C:15]3[CH:16]=[CH:17][CH:18]=[CH:19][CH:20]=3)=[C:3]([C:2]([F:1])([F:21])[F:22])[CH:8]=2)=[CH:33][CH:32]=1 |f:1.2,4.5|. Procedure: To a solution of dithiocarbonic acid O-ethyl ester S-(2-trifluoromethyl-biphenyl-4-yl) ester (128 mg, 0.3738 mmol) in EtOH (5 mL) is added aqueous NaOH (1 N, 5 mL). The mixture is heated at 65° C. for 3 h. After cooling to room temperature, 1 N HCl (aq) is added until the reaction pH is adjusted to ca. pH=5. The reaction is diluted with EtOAc and washed with H2O followed by saturated aqueous NaCl. The organic solution is dried over Na2SO4. After concentration, the crude 2-trifluoromethyl-bipheny... As a reaction SMILES: [CH2:16]1[O:17][CH2:18][CH2:19][CH2:20]1.[CH3:3][CH:4]([CH3:5])[N:6]([C:7](=[O:8])[Cl:9])[c:10]1[cH:11][cH:12][cH:13][cH:14][cH:15]1.[NH2:1][OH:2]>>[NH:1]([OH:2])[C:7]([N:6]([CH:4]([CH3:3])[CH3:5])[c:10]1[cH:11][cH:12][cH:13][cH:14][cH:15]1)=[O:8]. Yields the product CC(C)N(C(=O)NO)c1ccccc1. The reactants are C1CCOC1, CC(C)N(C(=O)Cl)c1ccccc1, NO. Reported procedure: Following the 6a synthetic method, using B1 (55.33 mg, 0.25 mmol) instead of A1 gave 6b as a white powder; (88.78 mg, 91.1%). [α]D25: +16.5 (c=0.29, CHCl3); 1H-NMR (300 MHz, CDCl3): δ 8.79 (s, 1H), 7.68 (d, J=9.0 Hz, 1H), 7.59 (d, J=7.2 Hz, 1H), 7.34-7.23 (m, 6H), 7.07 (dd, J=2.4, 9.0 Hz, 1H), 5.18-5.12 (m, 1H), 3.89 (s, 3H), 3.43-3.28 (m, 2H); 13C NMR (300 MHz, CDCl3): δ 175.50, 160.91, 159.94, 140.08, 135.36, 132.54, 130.83, 129.51, 128.97, 128.76, 127.41, 124.12, 119.87, 116.45, 113.99, 104.3... Reaction SMILES: [Cl:1][C:2]1[C:3]2[CH:24]=[CH:23][C:22]([O:25][CH3:26])=[CH:21][C:4]=2[S:5][C:6]=1[C:7]([NH:9][C@H:10]([CH2:14][C:15]1[CH:20]=[CH:19][CH:18]=[CH:17][CH:16]=1)[C:11]([OH:13])=[O:12])=[O:8].C(OC(=O)[C@H](CC1C=CC=CC=1)N)(C)(C)C>>[Cl:1][C:2]1[C:3]2[CH:24]=[CH:23][C:22]([O:25][CH3:26])=[CH:21][C:4]=2[S:5][C:6]=1[C:7]([NH:9][C@@H:10]([CH2:14][C:15]1[CH:20]=[CH:19][CH:18]=[CH:17][CH:16]=1)[C:11]([OH:13])=[O:12])=[O:8]. Reactants: ClC=1C2=C(SC1C(=O)N[C@@H](C(=O)O)CC1=CC=CC=C1)C=C(C=C2)OC ((R)-2-(3-chloro-6-methoxybenzo[b]thiophene-2-carboxamido)-3-phenylpropanoic acid), C(C)(C)(C)OC([C@@H](N)CC1=CC=CC=C1)=O ((S)-phenylalanine tert-butyl ester). Yields the product ClC=1C2=C(SC1C(=O)N[C@H](C(=O)O)CC1=CC=CC=C1)C=C(C=C2)OC ((S)-2-(3-chloro-6-methoxybenzo[b]thiophene-2-carboxamido)-3-phenylpropanoic acid). The reactants are CCN(CCCl)c1ccccc1, CN(C)CCCNC=O, O. Yields the product CCN(CC[N+](C)(C)CCCNC=O)c1ccccc1, [Cl-]. RXN SMILES: [CH2:10]([CH3:11])[N:12]([c:13]1[cH:14][cH:15][cH:16][cH:17][cH:18]1)[CH2:19][CH2:20][Cl:21].[CH3:1][N:2]([CH2:3][CH2:4][CH2:5][NH:6][CH:7]=[O:8])[CH3:9].[OH2:22]>>[CH3:1][N+:2]([CH2:3][CH2:4][CH2:5][NH:6][CH:7]=[O:8])([CH3:9])[CH2:20][CH2:19][N:12]([CH2:10][CH3:11])[c:13]1[cH:14][cH:15][cH:16][cH:17][cH:18]1.[Cl-:21].